The task is: describe an organic reaction: reactants, conditions, products, and yield. This data is from the Open Reaction Database (ORD), a public repository of structured organic reaction records. The reactants are COC(=O)C1CC(=O)N(c2ccc(OCc3ccc(F)cc3)cc2)C1, Cl, C1COCCO1. Product: O=C(O)C1CC(=O)N(c2ccc(OCc3ccc(F)cc3)cc2)C1. RXN SMILES: [CH3:1][O:2][C:3](=[O:4])[CH:5]1[CH2:6][N:7]([c:11]2[cH:12][cH:13][c:14]([O:17][CH2:18][c:19]3[cH:20][cH:21][c:22]([F:25])[cH:23][cH:24]3)[cH:15][cH:16]2)[C:8](=[O:10])[CH2:9]1.[ClH:26].[O:27]1[CH2:28][CH2:29][O:30][CH2:31][CH2:32]1>>[O:2]=[C:3]([OH:4])[CH:5]1[CH2:6][N:7]([c:11]2[cH:12][cH:13][c:14]([O:17][CH2:18][c:19]3[cH:20][cH:21][c:22]([F:25])[cH:23][cH:24]3)[cH:15][cH:16]2)[C:8](=[O:10])[CH2:9]1. The reactants are FC1=CC=C2C=C(NC2=C1)C=1C=NC=CC1 (6-fluoro-2-pyridin-3-yl-1H-indole), ClS(=O)(=O)N=C=O (chlorosulfonyl isocyanate), CN(C)C=O (DMF). Run in ClCCl (dichloromethane). Run at time 8 hour. Product: FC1=CC=C2C(=C(NC2=C1)C=1C=NC=CC1)C#N (6-fluoro-2-pyridin-3-yl-1H-indole-3-carbonitrile). RXN SMILES: [F:1][C:2]1[CH:10]=[C:9]2[C:5]([CH:6]=[C:7]([C:11]3[CH:12]=[N:13][CH:14]=[CH:15][CH:16]=3)[NH:8]2)=[CH:4][CH:3]=1.ClS([N:21]=[C:22]=O)(=O)=O.CN(C=O)C>ClCCl>[F:1][C:2]1[CH:10]=[C:9]2[C:5]([C:6]([C:22]#[N:21])=[C:7]([C:11]3[CH:12]=[N:13][CH:14]=[CH:15][CH:16]=3)[NH:8]2)=[CH:4][CH:3]=1. Procedure: To a solution of 6-fluoro-2-pyridin-3-yl-1H-indole (Example 89, 212 mg, 1.0 mmol) in dichloromethane (90 mL) at ambient temperature is added chlorosulfonyl isocyanate (0.71 g, 5 mmol) and the mixture is stirred overnight. Anhydrous DMF (1 mL) is added. After 1 h, the solvent is removed in vacuo and the residue purified by HPLC using an Xbridge C18 with a gradient of acetonitrile in 0.1% NH4OH to give 6-fluoro-2-pyridin-3-yl-1H-indole-3-carbonitrile as a white solid. 1H NMR (400 MHz, DMSO-d6) δ p... The reactants are Chxn-Py-Al, BrC1=CC=C(C=C1)N1C=NC=C1 (1-(4′-bromophenyl)-1H-imidazole), N1N=CC=C1 (pyrazole). Run in C(C)#N (acetonitrile). The product is N1(C=NC=C1)C1=CC=C(C=C1)N1N=CC=C1 (1-(4-imidazol-1-yl-phenyl)-1H-pyrazole). RXN SMILES: Br[C:2]1[CH:7]=[CH:6][C:5]([N:8]2[CH:12]=[CH:11][N:10]=[CH:9]2)=[CH:4][CH:3]=1.[NH:13]1[CH:17]=[CH:16][CH:15]=[N:14]1>C(#N)C>[N:8]1([C:5]2[CH:6]=[CH:7][C:2]([N:13]3[CH:17]=[CH:16][CH:15]=[N:14]3)=[CH:3][CH:4]=2)[CH:12]=[CH:11][N:10]=[CH:9]1. Reported procedure: Operating protocol B (82° C., 48 hours) was followed using 117 mg of Chxn-Py-Al (0.4 mmoles), 535 mg of 1-(4′-bromophenyl)-1H-imidazole (2.4 mmoles), 136 mg of pyrazole (2 mmoles) and 1.2 ml of acetonitrile. Starting materials: COC(=O)Cn1cc(Cc2ccccc2)c2ccccc21, CC(C)C[AlH]CC(C)C, CO, Cc1ccccc1, Cl, O. Yields the product O=CCn1cc(Cc2ccccc2)c2ccccc21. As a reaction SMILES: [CH2:1]([c:2]1[cH:3][cH:4][cH:5][cH:6][cH:7]1)[c:8]1[cH:9][n:10]([CH2:17][C:18](=[O:19])[O:20][CH3:21])[c:11]2[cH:12][cH:13][cH:14][cH:15][c:16]12.[CH3:22][CH:23]([CH2:24][AlH:25][CH2:26][CH:27]([CH3:28])[CH3:29])[CH3:30].[CH3:31][OH:32].[CH3:34][c:35]1[cH:36][cH:37][cH:38][cH:39][cH:40]1.[ClH:33].[OH2:41]>>[CH2:1]([c:2]1[cH:3][cH:4][cH:5][cH:6][cH:7]1)[c:8]1[cH:9][n:10]([CH2:17][CH:18]=[O:19])[c:11]2[cH:12][cH:13][cH:14][cH:15][c:16]12.